From a dataset of the Open Reaction Database (ORD), a public repository of structured organic reaction records. describe an organic reaction: reactants, conditions, products, and yield The reactants are C(C)(C)(C)OC(=O)N[C@H](C)C1=NC2=CC(=CC=C2C=C1)/C=C/C1(OCCCC1)C(=O)O[C@H](C(=O)N[C@H](C(=O)N1N[C@@H](CCC1)C(=O)O)C)C(C)C ((S)-1-{(S)-2-[(S)-2-(2-{(E)-2-[2-((R)-1-tert-butoxycarbonylamino-ethyl)-quinolin-7-yl]-vinyl}-tetrahydro-pyran-2-carbonyloxy)-3-methyl-butyrylamino]-propionyl}-hexahydro-pyridazine-3-carboxylic acid), Cl (hydrochloric acid). Conditions: time 1 hour. Product: Cl.N[C@H](C)C1=NC2=CC(=CC=C2C=C1)/C=C/C1(OCCCC1)C(=O)O[C@H](C(=O)N[C@H](C(=O)N1N[C@@H](CCC1)C(=O)O)C)C(C)C ((S)-1-{(S)-2-[(S)-2-(2-{(E)-2-[2-((R)-1-amino-ethyl)-quinolin-7-yl]-vinyl}-tetrahydro-pyran-2-carbonyloxy)-3-methyl-butyrylamino]-propionyl}-hexahydro-pyridazine-3-carboxylic acid hydrochloride). As a reaction SMILES: C(OC([NH:8][C@@H:9]([C:11]1[CH:20]=[CH:19][C:18]2[C:13](=[CH:14][C:15](/[CH:21]=[CH:22]/[C:23]3([C:29]([O:31][C@@H:32]([CH:49]([CH3:51])[CH3:50])[C:33]([NH:35][C@@H:36]([CH3:48])[C:37]([N:39]4[CH2:44][CH2:43][CH2:42][C@@H:41]([C:45]([OH:47])=[O:46])[NH:40]4)=[O:38])=[O:34])=[O:30])[CH2:28][CH2:27][CH2:26][CH2:25][O:24]3)=[CH:16][CH:17]=2)[N:12]=1)[CH3:10])=O)(C)(C)C.[ClH:52]>>[ClH:52].[NH2:8][C@@H:9]([C:11]1[CH:20]=[CH:19][C:18]2[C:13](=[CH:14][C:15](/[CH:21]=[CH:22]/[C:23]3([C:29]([O:31][C@@H:32]([CH:49]([CH3:51])[CH3:50])[C:33]([NH:35][C@@H:36]([CH3:48])[C:37]([N:39]4[CH2:44][CH2:43][CH2:42][C@@H:41]([C:45]([OH:47])=[O:46])[NH:40]4)=[O:38])=[O:34])=[O:30])[CH2:28][CH2:27][CH2:26][CH2:25][O:24]3)=[CH:16][CH:17]=2)[N:12]=1)[CH3:10] |f:2.3|. Procedure: A mixture of crude (S)-1-{(S)-2-[(S)-2-(2-{(E)-2-[2-((R)-1-tert-butoxycarbonylamino-ethyl)-quinolin-7-yl]-vinyl}-tetrahydro-pyran-2-carbonyloxy)-3-methyl-butyrylamino]-propionyl}-hexahydro-pyridazine-3-carboxylic acid (0.05 mmol) in hydrochloric acid (4 M in 1,4-dioxane, 2 mL) was stirred at room temperature for 1 h. The solvent was evaporated and the residue was co-evaporated with diethyl ether (2×) and the resulting solid was dried to afford (S)-1-{(S)-2-[(S)-2-(2-{(E)-2-[2-((R)-1-amino-ethyl)... Starting materials: C(CCC)[Li] (n-butyl lithium), hexanes, CC1=CC=C(C=C1)S(=O)(=O)OCC1(C=2N(C3=C(O1)C=CC(=C3)[N+](=O)[O-])C(N(N2)C)=O)CO ((4-(Hydroxymethyl)-2-methyl-8-nitro-1-oxo-2,4-dihydro-1H-benzo[b][1,2,4]triazolo[4,3-d][1,4]oxazin-4-yl)methyl 4-methylbenzenesulfonate). Run in C1CCOC1 (THF). Product: CN1N=C2N(C3=C(OC24COC4)C=CC(=C3)[N+](=O)[O-])C1=O (2-methyl-8-nitrospiro[benzo[b][1,2,4]triazolo[4,3-d][1,4]oxazine-4,3′-oxetan]-1(2H)-one). As a reaction SMILES: CC1C=CC(S(O[CH2:12][C:13]2([CH2:31][OH:32])[O:18][C:17]3[CH:19]=[CH:20][C:21]([N+:23]([O-:25])=[O:24])=[CH:22][C:16]=3[N:15]3[C:26](=[O:30])[N:27]([CH3:29])[N:28]=[C:14]23)(=O)=O)=CC=1.C([Li])CCC>C1COCC1>[CH3:29][N:27]1[C:26](=[O:30])[N:15]2[C:16]3[CH:22]=[C:21]([N+:23]([O-:25])=[O:24])[CH:20]=[CH:19][C:17]=3[O:18][C:13]3([CH2:12][O:32][CH2:31]3)[C:14]2=[N:28]1. Reported procedure: (4-(Hydroxymethyl)-2-methyl-8-nitro-1-oxo-2,4-dihydro-1H-benzo[b][1,2,4]triazolo[4,3-d][1,4]oxazin-4-yl)methyl 4-methylbenzenesulfonate (1.1 g) was dissolved in anhydrous THF (100 mL). In an ice bath, 2.5 M n-butyl lithium in hexanes (1.05 mL, 1.1 eq.) was added to the reaction. The solution was reacted at 0° C. to room temperature, and then refluxed for three hours. The solvent was removed in vacuo. The residue was partitioned between EtOAc (100 mL) and 5% aqueous sodium bicarbonate (100 mL). T...